Dataset: the Open Reaction Database (ORD), a public repository of structured organic reaction records. Task: describe an organic reaction: reactants, conditions, products, and yield Reactants: C(=O)(OC)C=1C=NC=CC1Cl (3-carbomethoxy-4-chloropyridine), C(C1=CC=CC=C1)N (benzylamine). Yields the product C(C1=CC=CC=C1)NC1=CC=NC=C1C(=O)OC (methyl 4-(benzylamino)nicotinate). As a reaction SMILES: [C:1]([C:5]1[CH:6]=[N:7][CH:8]=[CH:9][C:10]=1Cl)([O:3][CH3:4])=[O:2].[CH2:12]([NH2:19])[C:13]1[CH:18]=[CH:17][CH:16]=[CH:15][CH:14]=1>>[CH2:12]([NH:19][C:10]1[C:5]([C:1]([O:3][CH3:4])=[O:2])=[CH:6][N:7]=[CH:8][CH:9]=1)[C:13]1[CH:18]=[CH:17][CH:16]=[CH:15][CH:14]=1. Procedure: The title compound is prepared from 3-carbomethoxy-4-chloropyridine and benzylamine according to the procedure of Winn, et.al. as described in J. Med. Chem., 36, 1993, 2676-2688. Starting materials: [Li]CCCC, C1CCOC1, ClC(Cl)(Cl)C(Cl)(Cl)Cl, Fc1ccc(-n2cncn2)c(F)c1. Product: Fc1ccc(-n2ncnc2Cl)c(F)c1. Reaction SMILES: [CH2:14]([Li:15])[CH2:16][CH2:17][CH3:18].[CH2:27]1[O:28][CH2:29][CH2:30][CH2:31]1.[Cl:19][C:20]([C:21]([Cl:22])([Cl:23])[Cl:24])([Cl:25])[Cl:26].[F:1][c:2]1[c:3](-[n:9]2[n:10][cH:11][n:12][cH:13]2)[cH:4][cH:5][c:6]([F:8])[cH:7]1>>[F:1][c:2]1[c:3](-[n:9]2[n:10][cH:11][n:12][c:13]2[Cl:19])[cH:4][cH:5][c:6]([F:8])[cH:7]1. Reactants: C(C1=CC=CC=C1)OC1=C(C(=O)OC)C=C(C=C1)C(CNC(CCN1N=C(N=C1)C1=CC=C(C=C1)OC)(C)C)O (methyl 2-benzyloxy-5-(1-hydroxy-2-{3-[3-(4-methoxy-phenyl)-[1,2,4]triazol-1-yl]-1,1-dimethyl-propylamino}-ethyl)-benzoate), [Cl-].[Ca+2].[Cl-] (calcium chloride), [BH4-].[Na+] (sodium borohydride). The solvent is O1CCCC1 (tetrahydrofuran), C(C)O (ethanol). Product: C(C1=CC=CC=C1)OC1=C(C=C(C=C1)C(CNC(CCN1N=C(N=C1)C1=CC=C(C=C1)OC)(C)C)O)CO (1-(4-benzyloxy-3-hydroxymethyl-phenyl)-2-{3-[3-(4-methoxy-phenyl)-[1,2,4]triazol-1-yl]-1,1-dimethyl-propylamino}-ethanol). Reaction SMILES: [CH2:1]([O:8][C:9]1[CH:18]=[CH:17][C:16]([CH:19]([OH:40])[CH2:20][NH:21][C:22]([CH3:39])([CH3:38])[CH2:23][CH2:24][N:25]2[CH:29]=[N:28][C:27]([C:30]3[CH:35]=[CH:34][C:33]([O:36][CH3:37])=[CH:32][CH:31]=3)=[N:26]2)=[CH:15][C:10]=1[C:11](OC)=[O:12])[C:2]1[CH:7]=[CH:6][CH:5]=[CH:4][CH:3]=1.[Cl-].[Ca+2].[Cl-].[BH4-].[Na+]>O1CCCC1.C(O)C>[CH2:1]([O:8][C:9]1[CH:18]=[CH:17][C:16]([CH:19]([OH:40])[CH2:20][NH:21][C:22]([CH3:39])([CH3:38])[CH2:23][CH2:24][N:25]2[CH:29]=[N:28][C:27]([C:30]3[CH:31]=[CH:32][C:33]([O:36][CH3:37])=[CH:34][CH:35]=3)=[N:26]2)=[CH:15][C:10]=1[CH2:11][OH:12])[C:2]1[CH:3]=[CH:4][CH:5]=[CH:6][CH:7]=1 |f:1.2.3,4.5|. Procedure: 7.3 g of methyl 2-benzyloxy-5-(1-hydroxy-2-{3-[3-(4-methoxy-phenyl)-[1,2,4]triazol-1-yl]-1,1-dimethyl-propylamino}-ethyl)-benzoate are placed in 100 mL tetrahydrofuran and reduced with a total of 6.8 g of calcium chloride dissolved in ethanol and 4.6 g of sodium borohydride as described for Example 1c. The product is obtained after purification by column chromatography (CHCl3/MeOH/NH3=90/10/0.5) and subsequent recrystallisation from acetonitrile.